This data is from the Open Reaction Database (ORD), a public repository of structured organic reaction records. The task is: describe an organic reaction: reactants, conditions, products, and yield Reactants: ClC=1C=C(C=CC1)NC(=O)NS(=O)(=O)C=CC1=CC=CC=C1 (N-(N-[m-chlorophenyl]carbamoyl)-2-phenylethenesulfonamide), N1CCCC1 (pyrrolidine). Solvent: C(C)O (ethanol). Yields the product N1(CCCC1)C(=O)NS(=O)(=O)C=CC1=CC=CC=C1 (N-(Pyrrolidinocarbonyl)-2-phenylethenesulfonamide). Reaction SMILES: ClC1C=[C:4]([NH:8][C:9]([NH:11][S:12]([CH:15]=[CH:16][C:17]2[CH:22]=[CH:21][CH:20]=[CH:19][CH:18]=2)(=[O:14])=[O:13])=[O:10])[CH:5]=[CH:6][CH:7]=1.N1CCCC1>C(O)C>[N:8]1([C:9]([NH:11][S:12]([CH:15]=[CH:16][C:17]2[CH:22]=[CH:21][CH:20]=[CH:19][CH:18]=2)(=[O:14])=[O:13])=[O:10])[CH2:4][CH2:5][CH2:6][CH2:7]1. Reported procedure: A mixture of 3.4 g. of N-(N-[m-chlorophenyl]carbamoyl)-2-phenylethenesulfonamide and 2.15 g. of pyrrolidine in 100 ml. of ethanol is heated under reflux for 20 hours. The solution is cooled, and then it is concentrated in vacuo to ca. 25 ml. A small amount of starting material precipitates and it is filtered off. To the ethanol filtrate is then added 75 ml. of ether and 75 ml. of water. The layers are separated, and the aqueous layer is acidified using concentrated hydrochloric acid. This causes... Reactants: ClC1=C(C(=C(C=C1)B(OC)OC)F)OC (dimethyl 4-chloro-2-fluoro-3-methoxyphenylboronate), [OH-].[K+] (potassium hydroxide). The product is ClC1=C(C(=C(C=C1)[B-](O)(O)O)F)OC.[K+] (potassium (4-chloro-2-fluoro-3-methoxyphenyl)trihydroxyborate). Reaction SMILES: [Cl:1][C:2]1[CH:7]=[CH:6][C:5]([B:8]([O:11]C)[O:9]C)=[C:4]([F:13])[C:3]=1[O:14][CH3:15].[OH-:16].[K+:17]>>[Cl:1][C:2]1[CH:7]=[CH:6][C:5]([B-:8]([OH:16])([OH:11])[OH:9])=[C:4]([F:13])[C:3]=1[O:14][CH3:15].[K+:17] |f:1.2,3.4|. Reported procedure: Another embodiment of the present disclosure includes a method of forming 2-(4-chloro-2-fluro-3-methoxylphenyl)-4,4,5,5-tetramethyl-1,3,2-dioxaborolane that comprises contacting 2-chloro-6-fluoroanisole with n-butyl lithium to form 6-chloro-2-fluoro-3-lithioanisole. The 6-chloro-2-fluoro-3-lithioanisole may be contacted with trimethyl borate to form dimethyl 4-chloro-2-fluoro-3-methoxyphenylboronate. The dimethyl 4-chloro-2-fluoro-3-methoxyphenylboronate may be reacted with aqueous potassium hyd... Starting materials: C(C1=CC=CC=C1)N(CCOC)CC1C(C1)C (N-benzyl-2-methoxy-N-(2-methylcyclopropyl)methylethanamine), Cl (hydrogen chloride), solution. Reagents/catalysts: [OH-].[Pd+2].[OH-] (palladium hydroxide). Solvent: C(C)O (ethyl alcohol), O1CCOCC1 (dioxane). Run at time 16 hour. Product: Cl.COCCNCC1C(C1)C ((2-methoxyethyl)[(2-methylcyclopropyl)methyl]amine hydrochloride). RXN SMILES: C([N:8]([CH2:13][CH:14]1[CH2:16][CH:15]1[CH3:17])[CH2:9][CH2:10][O:11][CH3:12])C1C=CC=CC=1.[ClH:18]>C(O)C.O1CCOCC1.[OH-].[Pd+2].[OH-]>[ClH:18].[CH3:12][O:11][CH2:10][CH2:9][NH:8][CH2:13][CH:14]1[CH2:16][CH:15]1[CH3:17] |f:4.5.6,7.8|. Procedure: Coupling In a 500 mL flask methoxyacetic acid (2.24 g, 24.8 mmol), N-benzyl-1-(2-trans-methylcyclopropyl)methanamine hydrochloride (5.0 g, 23.6 mmol) and DIPEA (13.4 g, 104 mmol) were dissolved in 300 mL of dichloromethane. To this solution at rt BOP (11.0 g, 24.8 mmol) was added as a solid portionwise and stirred 15 minutes. The reaction mixture was evaporated ini vacuo. Purification by flash chromatography (25-35% ethyl acetate:hexanes) provided a mixture of cis and trans amides as a clear oil... The reactants are ClC1=CC=C(C=C1)C1(N=C(NC1(C)C1=CC=C(C=C1)Cl)C1=C(C=C(C=C1)C(C)(C)C)OCC)C (rac-(4S*,5R*)-4,5-bis(4-chlorophenyl)-2-(4-(tert-butyl)-2-ethoxy-phenyl)-4,5-dimethyl-4,5-dihydro-1H-imidazole), COC(C1=C(C=C(C(=C1)S(N(C)C)(=O)=O)C(C)(C)C)OCC)=O (4-tert-butyl-5-dimethylsulfamoyl-2-ethoxy-benzoic acid methyl ester), C[Al](C)C (trimethylaluminum). The product is ClC1=CC=C(C=C1)[C@@]1(N=C(N[C@]1(C)C1=CC=C(C=C1)Cl)C=1C(=CC(=C(C1)S(=O)(=O)N(C)C)C(C)(C)C)OCC)C (rac-5-[(4S*,5R*)-4,5-bis-(4-chloro-phenyl)-4,5-dimethyl-4,5-dihydro-1H-imidazol-2-yl]-2-tert-butyl-4-ethoxy-N,N-dimethyl-benzenesulfonamide). As a reaction SMILES: [Cl:1][C:2]1[CH:7]=[CH:6][C:5]([C:8]2([CH3:34])[C:12]([C:14]3[CH:19]=[CH:18][C:17]([Cl:20])=[CH:16][CH:15]=3)([CH3:13])[NH:11][C:10]([C:21]3[CH:26]=[CH:25][C:24]([C:27]([CH3:30])([CH3:29])[CH3:28])=[CH:23][C:22]=3[O:31][CH2:32][CH3:33])=[N:9]2)=[CH:4][CH:3]=1.COC(=O)C1C=C([S:44](=[O:49])(=[O:48])[N:45]([CH3:47])[CH3:46])C(C(C)(C)C)=CC=1OCC.C[Al](C)C>>[Cl:1][C:2]1[CH:3]=[CH:4][C:5]([C@@:8]2([CH3:34])[C@:12]([C:14]3[CH:15]=[CH:16][C:17]([Cl:20])=[CH:18][CH:19]=3)([CH3:13])[NH:11][C:10]([C:21]3[C:22]([O:31][CH2:32][CH3:33])=[CH:23][C:24]([C:27]([CH3:28])([CH3:30])[CH3:29])=[C:25]([S:44]([N:45]([CH3:47])[CH3:46])(=[O:49])=[O:48])[CH:26]=3)=[N:9]2)=[CH:6][CH:7]=1. Procedure: In a manner analogous to the method described in example 2, meso-2,3-bis-(4-chlorophenyl)-2,3-butanediamine (example 1) was reacted with 4-tert-butyl-5-dimethylsulfamoyl-2-ethoxy-benzoic acid methyl ester (prepared in an analogous manner as described in example 43) in the presence of trimethylaluminum to give rac-5-[(4S*,5R*)-4,5-bis-(4-chloro-phenyl)-4,5-dimethyl-4,5-dihydro-1H-imidazol-2-yl]-2-tert-butyl-4-ethoxy-N,N-dimethyl-benzenesulfonamide.